From a dataset of the Open Reaction Database (ORD), a public repository of structured organic reaction records. describe an organic reaction: reactants, conditions, products, and yield The reactants are [N+](=O)([O-])C1=CC=C(C=C1)O (4-nitrophenol), ClC(=O)OCC (ethyl chloroformate), N1=CC=CC=C1 (pyridine), C(C)(=O)OCC (ethyl acetate). Run in ClCCl (dichloromethane). Run at time 8 hour. Yields the product C(OCC)(OC1=CC=C(C=C1)[N+](=O)[O-])=O (ethyl 4-nitrophenyl carbonate). The yield is 95.0%. Reaction SMILES: [N+:1]([C:4]1[CH:9]=[CH:8][C:7]([OH:10])=[CH:6][CH:5]=1)([O-:3])=[O:2].Cl[C:12]([O:14][CH2:15][CH3:16])=[O:13].N1C=CC=CC=1.C(OCC)(=O)C>ClCCl>[C:12](=[O:13])([O:10][C:7]1[CH:8]=[CH:9][C:4]([N+:1]([O-:3])=[O:2])=[CH:5][CH:6]=1)[O:14][CH2:15][CH3:16]. Procedure: To a solution of 4-nitrophenol (1.00 g) in dichloromethane (20 ml) were added dropwise ethyl chloroformate (0.70 ml) and pyridine (0.70 ml) under ice-cooling, and the resulting mixture was stirred at room temperature overnight and then evaporated in vacuo. To the residue obtained was added ethyl acetate, and the organic layer was washed successively with a saturated aqueous sodium hydrogencarbonate solution, a saturated aqueous sodium chloride solution, a saturated aqueous potassium hydrogensulf... Starting materials: Cc1oc(C(CCCC2CCCCC2)CC(=O)NOCc2ccccc2)nc1C(=O)O, CN1CCOCC1, CN(C)CCN, ClCCl, O, On1nnc2ccccc21. Yields the product Cc1oc(C(CCCC2CCCCC2)CC(=O)NOCc2ccccc2)nc1C(=O)NCCN(C)C. Reaction SMILES: [CH2:1]([c:2]1[cH:3][cH:4][cH:5][cH:6][cH:7]1)[O:8][NH:9][C:10]([CH2:11][CH:12]([CH2:13][CH2:14][CH2:15][CH:16]1[CH2:17][CH2:18][CH2:19][CH2:20][CH2:21]1)[c:22]1[o:23][c:24]([CH3:30])[c:25]([C:27](=[O:28])[OH:29])[n:26]1)=[O:31].[CH3:32][N:33]1[CH2:34][CH2:35][O:36][CH2:37][CH2:38]1.[CH3:50][N:51]([CH2:52][CH2:53][NH2:54])[CH3:55].[Cl:56][CH2:57][Cl:58].[OH2:39].[OH:40][n:41]1[c:42]2[cH:43][cH:44][cH:45][cH:46][c:47]2[n:48][n:49]1>>[CH2:1]([c:2]1[cH:3][cH:4][cH:5][cH:6][cH:7]1)[O:8][NH:9][C:10]([CH2:11][CH:12]([CH2:13][CH2:14][CH2:15][CH:16]1[CH2:17][CH2:18][CH2:19][CH2:20][CH2:21]1)[c:22]1[o:23][c:24]([CH3:30])[c:25]([C:27](=[O:29])[NH:54][CH2:53][CH2:52][N:51]([CH3:50])[CH3:55])[n:26]1)=[O:31]. The reactants are O[C@H](CC(=O)OC)C(=O)N1CCN(CC1)C1=NC(=NC2=CC(=CC=C12)C)C1=C(C=CC=C1)O ((R)-Methyl 3-hydroxy-4-(4-(2-(2-hydroxyphenyl)-7-methylquinazolin-4-yl)piperazin-1-yl)-4-oxobutanoate), O[Li].O (LiOH.H2O). Solvent: C1CCOC1.O (THF H2O). Yields the product O[C@H](CC(=O)O)C(=O)N1CCN(CC1)C1=NC(=NC2=CC(=CC=C12)C)C1=C(C=CC=C1)O ((R)-3-hydroxy-4-(4-(2-(2-hydroxyphenyl)-7-methylquinazolin-4-yl)piperazin-1-yl)-4-oxobutanoic acid). Yield: 85.9%. RXN SMILES: [OH:1][C@@H:2]([C:8]([N:10]1[CH2:15][CH2:14][N:13]([C:16]2[C:25]3[C:20](=[CH:21][C:22]([CH3:26])=[CH:23][CH:24]=3)[N:19]=[C:18]([C:27]3[CH:32]=[CH:31][CH:30]=[CH:29][C:28]=3[OH:33])[N:17]=2)[CH2:12][CH2:11]1)=[O:9])[CH2:3][C:4]([O:6]C)=[O:5].O[Li].O>C1COCC1.O>[OH:1][C@@H:2]([C:8]([N:10]1[CH2:11][CH2:12][N:13]([C:16]2[C:25]3[C:20](=[CH:21][C:22]([CH3:26])=[CH:23][CH:24]=3)[N:19]=[C:18]([C:27]3[CH:32]=[CH:31][CH:30]=[CH:29][C:28]=3[OH:33])[N:17]=2)[CH2:14][CH2:15]1)=[O:9])[CH2:3][C:4]([OH:6])=[O:5] |f:1.2,3.4|. Procedure: (R)-Methyl 3-hydroxy-4-(4-(2-(2-hydroxyphenyl)-7-methylquinazolin-4-yl)piperazin-1-yl)-4-oxobutanoate (88 mg, 0.20 mmol) and LiOH.H2O (33 mg, 0.78 mmol) were stirred in THF:H2O 1:1 at room temperature for 3 h. After acidification with 1 M HCl and extraction with EtOAc, the organic extracts were washed with water, dried over Na2SO4, and concentrated. The crude material was then purified via silica gel chromatography using 0-10% MeOH/CH2Cl2 to obtain (R)-3-hydroxy-4-(4-(2-(2-hydroxyphenyl)-7-methy... Starting materials: CC(C)(C)OC(=O)NC1CCN(CCn2c(=O)cnc3cc(C#N)ccc32)CC1, ClCCl, ClC(Cl)Cl, O=C(O)C(F)(F)F. Product: N#Cc1ccc2c(c1)ncc(=O)n2CCN1CCC(N)CC1. RXN SMILES: [C:1](#[N:2])[c:3]1[cH:4][c:5]2[n:6][cH:7][c:8](=[O:29])[n:9]([CH2:13][CH2:14][N:15]3[CH2:16][CH2:17][CH:18]([NH:21][C:22](=[O:23])[O:24][C:25]([CH3:26])([CH3:27])[CH3:28])[CH2:19][CH2:20]3)[c:10]2[cH:11][cH:12]1.[CH2:37]([Cl:38])[Cl:39].[CH:40]([Cl:41])([Cl:42])[Cl:43].[F:30][C:31]([F:32])([F:33])[C:34]([OH:35])=[O:36]>>[C:1](#[N:2])[c:3]1[cH:4][c:5]2[n:6][cH:7][c:8](=[O:29])[n:9]([CH2:13][CH2:14][N:15]3[CH2:16][CH2:17][CH:18]([NH2:21])[CH2:19][CH2:20]3)[c:10]2[cH:11][cH:12]1. Reactants: NC1=C(C(=NO1)C)Br (5-amino-4-bromo-3-methylisoxazole), C1(=CC(=CC=C1)S(=O)(=O)Cl)C1=CC=CC=C1 (3-biphenylsulfonyl chloride). Yields the product BrC=1C(=NOC1NS(=O)(=O)C=1C=C(C=CC1)C1=CC=CC=C1)C (N-(4-bromo-3-methyl-5-isoxazolyl)-3-biphenylsulfonamide). The yield is 22.0%. As a reaction SMILES: [NH2:1][C:2]1[O:6][N:5]=[C:4]([CH3:7])[C:3]=1[Br:8].[C:9]1([C:19]2[CH:24]=[CH:23][CH:22]=[CH:21][CH:20]=2)[CH:14]=[CH:13][CH:12]=[C:11]([S:15](Cl)(=[O:17])=[O:16])[CH:10]=1>>[Br:8][C:3]1[C:4]([CH3:7])=[N:5][O:6][C:2]=1[NH:1][S:15]([C:11]1[CH:10]=[C:9]([C:19]2[CH:20]=[CH:21][CH:22]=[CH:23][CH:24]=2)[CH:14]=[CH:13][CH:12]=1)(=[O:17])=[O:16]. Procedure details: N-(4-bromo-3-methyl-5-isoxazolyl)-3-biphenylsulfonamide was prepared in the same manner as described in Example 8b from 5-amino-4-bromo-3-methylisoxazole and 3-biphenylsulfonyl chloride in 22% yield. This was purified by HPLC (5% CH3CN to 100% CH3CN over 30 min.) to give a solid., m.p. 78-82° C.